Dataset: the Open Reaction Database (ORD), a public repository of structured organic reaction records. Task: describe an organic reaction: reactants, conditions, products, and yield Yields the product O1C(=CC=C1)COCCN1C(=NC2=C1C=CC=C2)N2CCNCCC2 (4-(1-(2-(fur-2-ylmethoxy)ethyl)-1H-benzimidazol-2 -yl)[1,4]diazepane). The solvent is O (water). Reactants: C(C)OC(=O)N1CCN(CCC1)C1=NC2=C(N1CCOCC=1OC=CC1)C=CC=C2 (1-ethoxycarbonyl-4-(1-(2-(fur-2-ylmethoxy)ethyl)-1H-benzimidazol-2-yl)[1,4]diazepane), [OH-].[K+] (potassium hydroxide), C(C)(C)O (isopropanol). Reaction SMILES: C(OC([N:6]1[CH2:12][CH2:11][CH2:10][N:9]([C:13]2[N:17]([CH2:18][CH2:19][O:20][CH2:21][C:22]3[O:23][CH:24]=[CH:25][CH:26]=3)[C:16]3[CH:27]=[CH:28][CH:29]=[CH:30][C:15]=3[N:14]=2)[CH2:8][CH2:7]1)=O)C.[OH-].[K+].C(O)(C)C>O>[O:23]1[CH:24]=[CH:25][CH:26]=[C:22]1[CH2:21][O:20][CH2:19][CH2:18][N:17]1[C:16]2[CH:27]=[CH:28][CH:29]=[CH:30][C:15]=2[N:14]=[C:13]1[N:9]1[CH2:10][CH2:11][CH2:12][NH:6][CH2:7][CH2:8]1 |f:1.2|. Conditions: time 18 hour. Procedure details: Combine 1-ethoxycarbonyl-4-(1-(2-(fur-2-ylmethoxy)ethyl)-1H-benzimidazol-2-yl)[1,4]diazepane (1 mmol), potassium hydroxide (1.2 mmol), and isopropanol (20 mL). Heat to reflux. After 18 hours, evaporate in vacuo to give a residue. Combine the residue and water. Extract with dichloromethane. Dry the organic layer over MgSO4, filter, and evaporate in vacuo to give the title compound. The reactants are CCCc1nc(C(F)(F)F)ccc1C=CC(=O)O, Cl, CS(=O)(=O)Nc1ccc(CN)cc1, CS(=O)(=O)Nc1ccc(CN)c(Cl)c1. Yields the product CCCc1nc(C(F)(F)F)ccc1C=CC(=O)NCc1ccc(NS(C)(=O)=O)cc1Cl. RXN SMILES: [CH2:29]([CH2:30][CH3:31])[c:32]1[n:33][c:34]([C:43]([F:44])([F:45])[F:46])[cH:35][cH:36][c:37]1[CH:38]=[CH:39][C:40](=[O:41])[OH:42].[ClH:15].[NH2:16][CH2:17][c:18]1[cH:19][cH:20][c:21]([NH:22][S:23]([CH3:24])(=[O:25])=[O:26])[cH:27][cH:28]1.[NH2:1][CH2:2][c:3]1[c:4]([Cl:14])[cH:5][c:6]([NH:9][S:10](=[O:11])(=[O:12])[CH3:13])[cH:7][cH:8]1>>[NH:1]([CH2:2][c:3]1[c:4]([Cl:14])[cH:5][c:6]([NH:9][S:10](=[O:11])(=[O:12])[CH3:13])[cH:7][cH:8]1)[C:40]([CH:39]=[CH:38][c:37]1[c:32]([CH2:29][CH2:30][CH3:31])[n:33][c:34]([C:43]([F:44])([F:45])[F:46])[cH:35][cH:36]1)=[O:41]. The reactants are FC=1C=CC(=C2C=CC(=NC12)C)OC (8-fluoro-5-methoxy-2-methylquinoline), COC1=C2CC[C@@H](NC2=CC=C1)C ((2S)-5-methoxy-2-methyl-1,2,3,4-tetrahydroquinoline), COC1=C2CC[C@@H](NC2=CC=C1)C ((2S)-5-methoxy-2-methyl-1,2,3,4-tetrahydroquinoline). Yields the product FC=1C=CC(=C2CC[C@@H](NC12)C)OC ((S)-8-Fluoro-5-methoxy-2-methyl-1,2,3,4-tetrahydroquinoline). As a reaction SMILES: [F:1][C:2]1[CH:3]=[CH:4][C:5]([O:13][CH3:14])=[C:6]2[C:11]=1[N:10]=[C:9]([CH3:12])[CH:8]=[CH:7]2.COC1C=CC=C2C=1CC[C@H](C)N2>>[F:1][C:2]1[CH:3]=[CH:4][C:5]([O:13][CH3:14])=[C:6]2[C:11]=1[NH:10][C@@H:9]([CH3:12])[CH2:8][CH2:7]2. Reported procedure: (S)-8-Fluoro-5-methoxy-2-methyl-1,2,3,4-tetrahydroquinoline was synthesized from 8-fluoro-5-methoxy-2-methylquinoline according to the procedures described above for (2S)-5-methoxy-2-methyl-1,2,3,4-tetrahydroquinoline (Intermediate 1). MS (ESI, pos. ion) m/z 196 [M+H]+. Starting materials: CC(C)(C)OC(=O)c1ccc(F)cc1[N+](=O)[O-], CN1CCNCC1, O. Product: CN1CCN(c2ccc(C(=O)OC(C)(C)C)c([N+](=O)[O-])c2)CC1. As a reaction SMILES: [C:1]([CH3:2])([CH3:3])([CH3:4])[O:5][C:6]([c:7]1[c:8]([N+:14](=[O:15])[O-:16])[cH:9][c:10]([F:13])[cH:11][cH:12]1)=[O:17].[CH3:18][N:19]1[CH2:20][CH2:21][NH:22][CH2:23][CH2:24]1.[OH2:25]>>[C:1]([CH3:2])([CH3:3])([CH3:4])[O:5][C:6]([c:7]1[c:8]([N+:14](=[O:15])[O-:16])[cH:9][c:10]([N:22]2[CH2:21][CH2:20][N:19]([CH3:18])[CH2:24][CH2:23]2)[cH:11][cH:12]1)=[O:17]. The reactants are C(C)(C)(C)OC(=O)N[C@H]1C(N(CC1)OCC1=CC=CC=C1)=O ((3R)-3-t-Butoxycarbonylamino-1-benzyloxypyrrolidin-2-one), FC(C(=O)O)(F)F (trifluoracetic acid). Product: FC(C(=O)O)(F)F.N[C@H]1C(N(CC1)OCC1=CC=CC=C1)=O ((3R)-3-amino-1-benzyloxypyrrolidin-2-one trifluoroacetate salt). Isolated yield 100.0%. Reaction SMILES: C(OC([NH:8][C@@H:9]1[CH2:13][CH2:12][N:11]([O:14][CH2:15][C:16]2[CH:21]=[CH:20][CH:19]=[CH:18][CH:17]=2)[C:10]1=[O:22])=O)(C)(C)C.[F:23][C:24]([F:29])([F:28])[C:25]([OH:27])=[O:26]>>[F:23][C:24]([F:29])([F:28])[C:25]([OH:27])=[O:26].[NH2:8][C@@H:9]1[CH2:13][CH2:12][N:11]([O:14][CH2:15][C:16]2[CH:17]=[CH:18][CH:19]=[CH:20][CH:21]=2)[C:10]1=[O:22] |f:2.3|. Procedure details: (3R)-3-t-Butoxycarbonylamino-1-benzyloxypyrrolidin-2-one (Example 1(c), 19.02 g, 62.2 mmol) was dissolved in trifluoracetic acid (150 ml). After 15 mins the solution was evaporated and the residue was crystallised from diethyl ether to give the title compound (20.31 g, 100%). mp=185° C. [α]D =+41.4° (c=1% MeOH), 1H NMR δ (D2O) 7.52-7.48 (5H, m, phenyl), 5.04 (2H, s, OCH2), 4.13 (1H, t, J=9.26 Hz, αCH--CH2), 3.63-3.59 (2H, m, CH2 --N), 2.61-2.57 (1H, m, --CH--CHA --HB), 2.13-2.02 (1H, m, --CH--CH... The reactants are C(C)OC1=C(C=NC2=CC=C(C=C12)C=C1C(NC(S1)=S)=O)S(=O)(=O)C (5-(4-ethoxy-3-methanesulfonyl-quinolin-6-ylmethylene)-2-thioxo-thiazolidin-4-one), IC (iodomethane), C(C)(C)N(CC)C(C)C (DIEA). Solvent: C(C)#N (acetonitrile). Product: C(C)OC1=C(C=NC2=CC=C(C=C12)C=C1C(N=C(S1)SCC)=O)S(=O)(=O)C (5-(4-ethoxy-3-methanesulfonyl-quinolin-6-ylmethylene)-2-ethylsulfanyl-thiazol-4-one). Reaction SMILES: [CH2:1]([O:3][C:4]1[C:13]2[C:8](=[CH:9][CH:10]=[C:11]([CH:14]=[C:15]3[S:19][C:18](=[S:20])[NH:17][C:16]3=[O:21])[CH:12]=2)[N:7]=[CH:6][C:5]=1[S:22]([CH3:25])(=[O:24])=[O:23])[CH3:2].IC.[CH:28](N(C(C)C)CC)(C)[CH3:29]>C(#N)C>[CH2:1]([O:3][C:4]1[C:13]2[C:8](=[CH:9][CH:10]=[C:11]([CH:14]=[C:15]3[S:19][C:18]([S:20][CH2:28][CH3:29])=[N:17][C:16]3=[O:21])[CH:12]=2)[N:7]=[CH:6][C:5]=1[S:22]([CH3:25])(=[O:23])=[O:24])[CH3:2]. Procedure details: Similar procedure as described in example 41b was used, starting from 5-(4-ethoxy-3-methanesulfonyl-quinolin-6-ylmethylene)-2-thioxo-thiazolidin-4-one (example 74d), iodomethane, and DIEA (diisopropylethylamine) in acetonitrile to give 5-(4-ethoxy-3-methanesulfonyl-quinolin-6-ylmethylene)-2-ethylsulfanyl-thiazol-4-one. LC-MS m/e 409 (MH+). Starting materials: N(C(=O)C)CCNC(=O)C=1SC(=CC1)Br (N-(2-Acetaminoethyl)-5-bromo-2-thiophenecarboxamide), Cl (hydrochloric acid). Solvent: alcohol. Yields the product Cl.BrC1=CC=C(S1)C(=O)NCCN (5-bromo-N-(2-aminoethyl)-2-thiophenecarboxamide hydrochloride). Reaction SMILES: [NH:1]([CH2:5][CH2:6][NH:7][C:8]([C:10]1[S:11][C:12]([Br:15])=[CH:13][CH:14]=1)=[O:9])C(C)=O.[ClH:16]>>[ClH:16].[Br:15][C:12]1[S:11][C:10]([C:8]([NH:7][CH2:6][CH2:5][NH2:1])=[O:9])=[CH:14][CH:13]=1 |f:2.3|. Reported procedure: N-(2-Acetaminoethyl)-5-bromo-2-thiophenecarboxamide was reacted with hydrochloric acid in an analogous manner to that described in Example 1, paragraph 3. The residue was dissolved in alcohol (pH 1), filtered and concentrated to about 300 ml under reduced pressure. After cooling to 5° the product was filtered off under suction and dried, whereby 5-bromo-N-(2-aminoethyl)-2-thiophenecarboxamide hydrochloride was obtained as white crystals, m.p. 221°-222°, after recrystallization from ethanol. Starting materials: [Br-], COC(=O)c1c(C)cccc1CBr, COCCOC, COC(=O)c1c(C)cccc1C, COC(C)(C)C, CC(C)(C)[O-], OC1CCCC(O)C1, [K+], O. Yields the product COC(=O)c1c(C)cccc1COC1CCCC(O)C1. Reaction SMILES: [Br-:28].[Br:15][CH2:16][c:17]1[c:18]([C:19](=[O:20])[O:21][CH3:22])[c:23]([CH3:27])[cH:24][cH:25][cH:26]1.[CH2:41]([CH2:42][O:43][CH3:44])[O:45][CH3:46].[CH3:29][c:30]1[cH:31][cH:32][cH:33][c:34]([CH3:35])[c:36]1[C:37]([O:38][CH3:39])=[O:40].[CH3:47][O:48][C:49]([CH3:50])([CH3:51])[CH3:52].[CH3:9][C:10]([CH3:11])([O-:12])[CH3:13].[CH:1]1([OH:8])[CH2:2][CH:3]([OH:7])[CH2:4][CH2:5][CH2:6]1.[K+:14].[OH2:53]>>[CH:1]1([O:8][CH2:16][c:17]2[c:18]([C:19](=[O:20])[O:21][CH3:22])[c:23]([CH3:27])[cH:24][cH:25][cH:26]2)[CH2:2][CH:3]([OH:7])[CH2:4][CH2:5][CH2:6]1. Starting materials: COC(=O)C1=CC=2CCCC(C2C=C1)=O (5-oxo-5,6,7,8-tetrahydro-naphthalene-2-carboxylic acid methyl ester), CO (MeOH), B1(N2CCC[C@@H]2C(O1)(C3=CC=CC=C3)C4=CC=CC=C4)C ((R)-2-methyl-CBS-oxazaborolidine), solution, BH3—SMe2. The solvent is C1(=CC=CC=C1)C (Toluene), C1CCOC1 (THF), C1(=CC=CC=C1)C (toluene). Conditions: temperature -10 celsius. Yields the product O[C@@H]1C=2C=CC(=CC2CCC1)C(=O)OC (methyl (S)-5-hydroxy-5,6,7,8-tetrahydronaphthalene-2-carboxylate). RXN SMILES: B1(C)OC(C2C=CC=CC=2)(C2C=CC=CC=2)[C@@H]2N1CCC2.[CH3:22][O:23][C:24]([C:26]1[CH:35]=[CH:34][C:33]2[C:32](=[O:36])[CH2:31][CH2:30][CH2:29][C:28]=2[CH:27]=1)=[O:25].CO>C1(C)C=CC=CC=1.C1COCC1>[OH:36][C@H:32]1[CH2:31][CH2:30][CH2:29][C:28]2[CH:27]=[C:26]([C:24]([O:23][CH3:22])=[O:25])[CH:35]=[CH:34][C:33]1=2. Procedure: To an oven-dried 2 L round-bottomed flask equipped with an argon inlet/outlet and magnetic stirring was added (R)-2-methyl-CBS-oxazaborolidine (7.4 mL of a 1 M solution in toluene, 7.4 mmol, Aldrich). Toluene (190 mL) was added and the reaction mixture was cooled in an ice-salt bath (bath temp.=−10° C.). BH3—SMe2 was added (17 mL, 180 mmol, Aldrich), then 5-oxo-5,6,7,8-tetrahydro-naphthalene-2-carboxylic acid methyl ester (30 g, 150 mmol, Albany Molecular) in 200 mL of THF was added over 5 h usi... Reactants: CCC(CC)(c1ccc(C=CC(O)(C(F)(F)F)C(F)(F)F)c(C)c1)c1ccc(-c2ccc(CC(=O)OC)c(F)c2)c(C)c1, CO, [Na+], C1CCOC1, [OH-]. Yields the product CCC(CC)(c1ccc(C=CC(O)(C(F)(F)F)C(F)(F)F)c(C)c1)c1ccc(-c2ccc(CC(=O)O)c(F)c2)c(C)c1. As a reaction SMILES: [CH3:3][O:4][C:5]([CH2:6][c:7]1[c:8]([F:44])[cH:9][c:10](-[c:13]2[c:14]([CH3:43])[cH:15][c:16]([C:19]([CH2:20][CH3:21])([c:22]3[cH:23][c:24]([CH3:40])[c:25]([CH:28]=[CH:29][C:30]([C:31]([F:32])([F:33])[F:34])([C:35]([F:36])([F:37])[F:38])[OH:39])[cH:26][cH:27]3)[CH2:41][CH3:42])[cH:17][cH:18]2)[cH:11][cH:12]1)=[O:45].[CH3:51][OH:52].[Na+:2].[O:46]1[CH2:47][CH2:48][CH2:49][CH2:50]1.[OH-:1]>>[O:4]=[C:5]([CH2:6][c:7]1[c:8]([F:44])[cH:9][c:10](-[c:13]2[c:14]([CH3:43])[cH:15][c:16]([C:19]([CH2:20][CH3:21])([c:22]3[cH:23][c:24]([CH3:40])[c:25]([CH:28]=[CH:29][C:30]([C:31]([F:32])([F:33])[F:34])([C:35]([F:36])([F:37])[F:38])[OH:39])[cH:26][cH:27]3)[CH2:41][CH3:42])[cH:17][cH:18]2)[cH:11][cH:12]1)[OH:45].